This data is from the Open Reaction Database (ORD), a public repository of structured organic reaction records. The task is: describe an organic reaction: reactants, conditions, products, and yield Starting materials: NC1=NC(=C(C(=N1)C1=CC2=C(OCO2)C=C1)C#N)S(=O)(=O)C (2-amino-4-benzo[1,3]dioxol-5-yl-6-methanesulfonyl-pyrimidine-5-carbonitrile), C(CC1=CC=CC=C1)N (phenethylamine). Reported procedure: From 2-amino-4-benzo[1,3]dioxol-5-yl-6-methanesulfonyl-pyrimidine-5-carbonitrile and phenethylamine in DME. ES-MS m/e (%): 360 (M+H+, 100). The solvent is COCCOC (DME). Reaction SMILES: [NH2:1][C:2]1[N:7]=[C:6]([C:8]2[CH:16]=[CH:15][C:11]3[O:12][CH2:13][O:14][C:10]=3[CH:9]=2)[C:5]([C:17]#[N:18])=[C:4](S(C)(=O)=O)[N:3]=1.[CH2:23]([NH2:31])[CH2:24][C:25]1[CH:30]=[CH:29][CH:28]=[CH:27][CH:26]=1>COCCOC>[NH2:1][C:2]1[N:7]=[C:6]([C:8]2[CH:16]=[CH:15][C:11]3[O:12][CH2:13][O:14][C:10]=3[CH:9]=2)[C:5]([C:17]#[N:18])=[C:4]([NH:31][CH2:23][CH2:24][C:25]2[CH:30]=[CH:29][CH:28]=[CH:27][CH:26]=2)[N:3]=1. The product is NC1=NC(=C(C(=N1)C1=CC2=C(OCO2)C=C1)C#N)NCCC1=CC=CC=C1 (2-Amino-4-benzo[1,3]dioxol-5-yl-6-phenethylamino-pyrimidine-5-carbonitrile). The reactants are O=C(O)c1cn(-c2ccccc2)nc1-c1ccc([N+](=O)[O-])o1, C1COCCO1. Product: O=[N+]([O-])c1ccc(-c2nn(-c3ccccc3)cc2CO)o1. RXN SMILES: [N+:1](=[O:2])([O-:3])[c:4]1[cH:5][cH:6][c:7](-[c:9]2[n:10][n:11](-[c:17]3[cH:18][cH:19][cH:20][cH:21][cH:22]3)[cH:12][c:13]2[C:14](=[O:15])[OH:16])[o:8]1.[O:23]1[CH2:24][CH2:25][O:26][CH2:27][CH2:28]1>>[N+:1](=[O:2])([O-:3])[c:4]1[cH:5][cH:6][c:7](-[c:9]2[n:10][n:11](-[c:17]3[cH:18][cH:19][cH:20][cH:21][cH:22]3)[cH:12][c:13]2[CH2:14][OH:15])[o:8]1. The reactants are [H-].[H-].[H-].[H-].[Li+].[Al+3] (LiAlH4), ice, [OH-].[Na+] (sodium hydroxide), BrC=1C=C(C#N)C=CC1C (3-bromo-4-methylbenzonitrile), OS(=O)(=O)O (H2SO4), Cl (hydrogen chloride). Run in O (water), C1CCOC1 (THF), CCOCC (ether), CCOCC (ether). Reaction conditions: time 28 minute. The product is Cl.BrC=1C=C(C=CC1C)CN (1-(3-Bromo-4-methylphenyl)methanamine hydrochloride). Yield: 92.0%. RXN SMILES: [H-].[H-].[H-].[H-].[Li+].[Al+3].OS(O)(=O)=O.[Br:12][C:13]1[CH:14]=[C:15]([CH:18]=[CH:19][C:20]=1[CH3:21])[C:16]#[N:17].[OH-].[Na+].[ClH:24]>C1COCC1.CCOCC.O>[ClH:24].[Br:12][C:13]1[CH:14]=[C:15]([CH2:16][NH2:17])[CH:18]=[CH:19][C:20]=1[CH3:21] |f:0.1.2.3.4.5,8.9,14.15|. Reported procedure: To LiAlH4 (1M in ether) (400 mL, 400 mmol) in a 2 L 3-neck flask with mechanical stirring under nitrogen at −5° C. was added concentrated H2SO4 (10.94 mL, 219 mmol) dropwise. Gas evolution was observed and the solution became cloudy and the foamy mixture was not as easy to stir. Temperature got as high as 3° C. The addition took 28 min. This mixture was stirred for 60 min and then the 3-bromo-4-methylbenzonitrile (37.3 g, 190 mmol) in THF (850 mL) was added over 18 min (max temp=10° C.). The sli... Starting materials: C(C)OCC=1N(C2=C(C=NC=3C=CC=NC23)N1)CCCCCC(=O)O (6-[2-(ethoxymethyl)-1H-imidazo[4,5-c][1,5]naphthyridin-1-yl]hexanoic acid), C(C(=O)Cl)(=O)Cl (oxalyl chloride). Product: C(C)OCC=1N(C2=C(C=NC=3C=CC=NC23)N1)CCCCCC(=O)Cl (6-[2-(ethoxymethyl)-1H-imidazo[4,5-c][1,5]naphthyridin-1-yl]hexanoyl chloride). RXN SMILES: [CH2:1]([O:3][CH2:4][C:5]1[N:6]([CH2:18][CH2:19][CH2:20][CH2:21][CH2:22][C:23]([OH:25])=O)[C:7]2[C:16]3[N:15]=[CH:14][CH:13]=[CH:12][C:11]=3[N:10]=[CH:9][C:8]=2[N:17]=1)[CH3:2].C(Cl)(=O)C([Cl:29])=O>>[CH2:1]([O:3][CH2:4][C:5]1[N:6]([CH2:18][CH2:19][CH2:20][CH2:21][CH2:22][C:23]([Cl:29])=[O:25])[C:7]2[C:16]3[N:15]=[CH:14][CH:13]=[CH:12][C:11]=3[N:10]=[CH:9][C:8]=2[N:17]=1)[CH3:2]. Reported procedure: The method described in Part D of Example 53 was used to treat 6-[2-(ethoxymethyl)-1H-imidazo[4,5-c][1,5]naphthyridin-1-yl]hexanoic acid (3.23 g, 9.4 mmol) with oxalyl chloride (3.29 mL, 37.7 mmol) to obtain 6-[2-(ethoxymethyl)-1H-imidazo[4,5-c][1,5]naphthyridin-1-yl]hexanoyl chloride. The reaction was complete in two hours. The reactants are CC(C)C[Al+]CC(C)C, C1CCOC1, CCOC(=O)c1cccnc1C, Cc1ccccc1, Cl, [H-], [Na+], [OH-]. Yields the product Cc1ncccc1CO. RXN SMILES: [CH2:14]([Al+:15][CH2:16][CH:17]([CH3:18])[CH3:19])[CH:20]([CH3:21])[CH3:22].[CH2:33]1[O:34][CH2:35][CH2:36][CH2:37]1.[CH3:1][c:2]1[c:3]([C:4](=[O:5])[O:6][CH2:7][CH3:8])[cH:9][cH:10][cH:11][n:12]1.[CH3:26][c:27]1[cH:28][cH:29][cH:30][cH:31][cH:32]1.[ClH:23].[H-:13].[Na+:25].[OH-:24]>>[CH3:1][c:2]1[c:3]([CH2:4][OH:5])[cH:9][cH:10][cH:11][n:12]1. The reactants are ClC1=CC=C(C=C1)C=1SC(=C(N1)C)CNC(=O)C1CNCCO1 (N-[[2-(4-chlorophenyl)-4-methylthiazol-5-yl]methyl]morpholine-2-carboxamide), IC1=C(C(=O)OC)C=CC=C1 (methyl 2-iodobenzoate). Yields the product ClC1=CC=C(C=C1)C=1SC(=C(N1)C)CNC(=O)C1CN(CCO1)C1=C(C(=O)OC)C=CC=C1 (Methyl 2-[2-[N-[[2-(4-chlorophenyl)-4-methylthiazol-5-yl]methyl]carbamoyl]morpholin-4-yl]benzoate). Yield: 85.6%. RXN SMILES: [Cl:1][C:2]1[CH:7]=[CH:6][C:5]([C:8]2[S:9][C:10]([CH2:14][NH:15][C:16]([CH:18]3[O:23][CH2:22][CH2:21][NH:20][CH2:19]3)=[O:17])=[C:11]([CH3:13])[N:12]=2)=[CH:4][CH:3]=1.I[C:25]1[CH:34]=[CH:33][CH:32]=[CH:31][C:26]=1[C:27]([O:29][CH3:30])=[O:28]>>[Cl:1][C:2]1[CH:3]=[CH:4][C:5]([C:8]2[S:9][C:10]([CH2:14][NH:15][C:16]([CH:18]3[O:23][CH2:22][CH2:21][N:20]([C:25]4[CH:34]=[CH:33][CH:32]=[CH:31][C:26]=4[C:27]([O:29][CH3:30])=[O:28])[CH2:19]3)=[O:17])=[C:11]([CH3:13])[N:12]=2)=[CH:6][CH:7]=1. Procedure: Using N-[[2-(4-chlorophenyl)-4-methylthiazol-5-yl]methyl]morpholine-2-carboxamide (54.4 mg, 0.155 mmol) and methyl 2-iodobenzoate (40.6 mg, 0.155 mmol), the same procedure was followed as in Example 58 to give 64.5 mg (86%) of the desired compound as a colorless powder. Starting materials: C1(=CC=CC=C1)P(C1=CC=CC=C1)C1=CC=CC=C1 (triphenylphosphine), CN(C)C=O (DMF), BrC1=CC(=C(C(=O)OC)C=C1)Cl (methyl 4-bromo-2-chlorobenzoate). Reagents/catalysts: C(C)(=O)[O-].[Pd+2].C(C)(=O)[O-] (palladium(II) acetate), [C-]#N.[Zn+2].[C-]#N (Zinc cyanide). Reaction conditions: time 2 hour. Product: ClC1=C(C(=O)OC)C=CC(=C1)C#N (methyl 2-chloro-4-cyanobenzoate). RXN SMILES: C1(P(C2C=CC=CC=2)C2C=CC=CC=2)C=CC=CC=1.Br[C:21]1[CH:30]=[CH:29][C:24]([C:25]([O:27][CH3:28])=[O:26])=[C:23]([Cl:31])[CH:22]=1.[CH3:32][N:33](C=O)C>C([O-])(=O)C.[Pd+2].C([O-])(=O)C.[C-]#N.[Zn+2].[C-]#N>[Cl:31][C:23]1[CH:22]=[C:21]([C:32]#[N:33])[CH:30]=[CH:29][C:24]=1[C:25]([O:27][CH3:28])=[O:26] |f:3.4.5,6.7.8|. Procedure details: A mixture of triphenylphosphine polymer bound (239 mg, 0.72 mmol) and palladium(II) acetate (75 mg, 0.33 mmol) was prepared in DMF (12 mL) under nitrogen atmosphere and stirred at RT for 2 hours. Zinc cyanide (561 mg, 4.77 mmol) and methyl 4-bromo-2-chlorobenzoate (1.19 g, 4.77 mmol) were added and the resulting mixture was heated under microwave irradiation at 140° C. for 50 minutes. The reaction mixture was filtered and the resin was washed with Et2O (3×10 mL). The combined organic layers were... Starting materials: ClCCCBr, [Li]CCCC, Cl, C1CCOC1, c1ccc2c(c1)CCc1ccccc1NC2. Product: ClCCCN1Cc2ccccc2CCc2ccccc21. Reaction SMILES: [Br:23][CH2:24][CH2:25][CH2:26][Cl:27].[CH2:18]([Li:19])[CH2:20][CH2:21][CH3:22].[ClH:1].[O:28]1[CH2:29][CH2:30][CH2:31][CH2:32]1.[cH:2]1[cH:3][cH:4][cH:5][c:6]2[c:13]1[CH2:12][CH2:11][c:10]1[c:9]([cH:17][cH:16][cH:15][cH:14]1)[CH2:8][NH:7]2>>[cH:2]1[cH:3][cH:4][cH:5][c:6]2[c:13]1[CH2:12][CH2:11][c:10]1[c:9]([cH:17][cH:16][cH:15][cH:14]1)[CH2:8][N:7]2[CH2:24][CH2:25][CH2:26][Cl:27]. Starting materials: CSC1=NC=CC(=N1)C1CC(NN=C1C1=CC(=CC=C1)C(F)(F)F)=O (5-(2-Methylsulfanylpyrimidin-4-yl)-6-(3-trifluoromethylphenyl)-4,5-dihydro-2H-pyridazin-3-one), ClC=1C(C(=C(C(C1Cl)=O)C#N)C#N)=O (2,3-dichloro-5,6-dicyano-1,4-benzoquinone), C(C)#N (acetonitrile). The solvent is CCOCC.CCOC(=O)C (Et2O EtOAc). Reaction conditions: temperature 90 celsius. The product is CSC1=NC=CC(=N1)C=1C=C(N=NC1C1=CC(=CC=C1)C(F)(F)F)O (5-(2-Methylsulfanylpyrimidin-4-yl)-6-(3-trifluoromethylphenyl)pyridazin-3-ol). Reaction SMILES: [CH3:1][S:2][C:3]1[N:8]=[C:7]([CH:9]2[C:14]([C:15]3[CH:20]=[CH:19][CH:18]=[C:17]([C:21]([F:24])([F:23])[F:22])[CH:16]=3)=[N:13][NH:12][C:11](=[O:25])[CH2:10]2)[CH:6]=[CH:5][N:4]=1.ClC1C(=O)C(C#N)=C(C#N)C(=O)C=1Cl.C(#N)C>CCOCC.CCOC(C)=O>[CH3:1][S:2][C:3]1[N:8]=[C:7]([C:9]2[CH:10]=[C:11]([OH:25])[N:12]=[N:13][C:14]=2[C:15]2[CH:20]=[CH:19][CH:18]=[C:17]([C:21]([F:24])([F:23])[F:22])[CH:16]=2)[CH:6]=[CH:5][N:4]=1 |f:3.4|. Reported procedure: Compound 6 (1.92 g, 5.26 mmol), 2,3-dichloro-5,6-dicyano-1,4-benzoquinone (4.78 g, 21.0 mmol), and acetonitrile (30 mL) were combined under argon and heated at 90° C. for 1 h. The solution was cooled and the solvent was removed in vacuo. The crude product was purified by flash column chromatography (methylene chloride:methanol:ammonium hydroxide 95:5:0.5) to give a solid. Trituration with.Et2O EtOAc gave Compound 69: 1.60 g (4.4 mmol, 83%)